This data is from the Open Reaction Database (ORD), a public repository of structured organic reaction records. The task is: describe an organic reaction: reactants, conditions, products, and yield Reactants: O=S(=O)(c1ccc(Br)s1)N1CCNC(CC2CCOCC2)C1, CC(=O)O[Pd]OC(C)=O, CC(C)(C)[O-], Cc1ccccc1, [Na+], N=C(c1ccccc1)c1ccccc1. The product is O=S(=O)(c1ccc(N=C(c2ccccc2)c2ccccc2)s1)N1CCNC(CC2CCOCC2)C1. RXN SMILES: [Br:1][c:2]1[cH:3][cH:4][c:5]([S:7](=[O:8])(=[O:9])[N:10]2[CH2:11][CH:12]([CH2:16][CH:17]3[CH2:18][CH2:19][O:20][CH2:21][CH2:22]3)[NH:13][CH2:14][CH2:15]2)[s:6]1.[C:50]([O:51][Pd:52][O:53][C:54](=[O:55])[CH3:56])(=[O:57])[CH3:58].[CH3:23][C:24]([CH3:25])([O-:26])[CH3:27].[CH3:43][c:44]1[cH:45][cH:46][cH:47][cH:48][cH:49]1.[Na+:28].[c:29]1([C:35](=[NH:36])[c:37]2[cH:38][cH:39][cH:40][cH:41][cH:42]2)[cH:30][cH:31][cH:32][cH:33][cH:34]1>>[c:2]1([N:36]=[C:35]([c:29]2[cH:30][cH:31][cH:32][cH:33][cH:34]2)[c:37]2[cH:38][cH:39][cH:40][cH:41][cH:42]2)[cH:3][cH:4][c:5]([S:7](=[O:8])(=[O:9])[N:10]2[CH2:11][CH:12]([CH2:16][CH:17]3[CH2:18][CH2:19][O:20][CH2:21][CH2:22]3)[NH:13][CH2:14][CH2:15]2)[s:6]1. Starting materials: CN1C(COC2=C1C=C1C(=C2)OCC12C(NC1=CC=CC=C21)=O)=O (1-methyl-1H-spiro[furo[3,2-g][1,4]benzoxazine-8,3′-indole]-2,2′(1′H,3H)-dione), BrCC1OCCCC1 (2-(bromomethyl)tetrahydro-2H-pyran), N1C(C2(C3=CC=CC=C13)C1=C(OC2)C=C2OCCC2=C1)=O (5,6-dihydrospiro[benzo[1,2-b:5,4-b′]difuran-3,3′-indol]-2′(1′H)-one), CC1=CC=C(C=C1)S(=O)(=O)OC[C@@H]1OCCC1 ((R)-(tetrahydrofuran-2-yl)methyl 4-methylbenzenesulfonate). The product is CN1C(COC2=C1C=C1C(=C2)OCC12C(N(C1=CC=CC=C21)C[C@@H]2OCCC2)=O)=O (1-methyl-1′-[(2R)-tetrahydrofuran-2-ylmethyl]-1H-spiro[furo[3,2-g][1,4]benzoxazine-8,3′-indole]-2,2′(1′H,3H)-dione). Reaction SMILES: [CH3:1][N:2]1[C:7]2[CH:8]=[C:9]3[C:14]4([C:22]5[C:17](=[CH:18][CH:19]=[CH:20][CH:21]=5)[NH:16][C:15]4=[O:23])[CH2:13][O:12][C:10]3=[CH:11][C:6]=2[O:5][CH2:4][C:3]1=[O:24].N1C2C(=CC=CC=2)[C:27]2([CH2:37][O:36][C:35]3[CH:38]=C4C(=C[C:34]2=3)CCO4)C1=O.CC1C=CC(S(OC[C@H]2CCCO2)(=O)=O)=CC=1.BrCC1CCCCO1>>[CH3:1][N:2]1[C:7]2[CH:8]=[C:9]3[C:14]4([C:22]5[C:17](=[CH:18][CH:19]=[CH:20][CH:21]=5)[N:16]([CH2:38][C@H:35]5[CH2:34][CH2:27][CH2:37][O:36]5)[C:15]4=[O:23])[CH2:13][O:12][C:10]3=[CH:11][C:6]=2[O:5][CH2:4][C:3]1=[O:24]. Reported procedure: Following the procedure as described in EXAMPLE 4 and making non-critical variations using 1-methyl-1H-spiro[furo[3,2-g][1,4]benzoxazine-8,3′-indole]-2,2′(1′H,3H)-dione to replace 5,6-dihydrospiro[benzo[1,2-b:5,4-b′]difuran-3,3′-indol]-2′(1′H)-one, and (R)-(tetrahydrofuran-2-yl)methyl 4-methylbenzenesulfonate to replace 2-(bromomethyl)tetrahydro-2H-pyran, 1-methyl-1′-[(2R)-tetrahydrofuran-2-ylmethyl]-1H-spiro[furo[3,2-g][1,4]benzoxazine-8,3′-indole]-2,2′(1′H,3H)-dione was obtained (69%) as an of... Product: CC1CCC(N(CCc2cccc(Cl)c2)C(=O)Nc2ncc(SC(C)(C)C(=O)O)s2)CC1. RXN SMILES: [Br:32][CH2:33][CH2:34][c:35]1[cH:36][cH:37][cH:38][c:39]([Cl:41])[cH:40]1.[CH2:42]([O:43][C:44](=[O:45])[C:46]([S:47][c:48]1[s:49][c:50]([NH2:51])[n:52][cH:53]1)([CH3:54])[CH3:55])[CH3:56].[CH3:1][C:2]([C:3](=[O:4])[OH:5])([CH3:6])[S:7][c:8]1[cH:9][n:10][c:11]([NH:13][C:14](=[O:15])[N:16]([CH2:17][CH2:18][c:19]2[cH:20][cH:21][cH:22][cH:23][cH:24]2)[CH:25]2[CH2:26][CH2:27][CH:28]([CH3:31])[CH2:29][CH2:30]2)[s:12]1>>[CH3:1][C:2]([C:3](=[O:4])[OH:5])([CH3:6])[S:7][c:8]1[cH:9][n:10][c:11]([NH:13][C:14](=[O:15])[N:16]([CH2:17][CH2:18][c:19]2[cH:20][c:21]([Cl:41])[cH:22][cH:23][cH:24]2)[CH:25]2[CH2:26][CH2:27][CH:28]([CH3:31])[CH2:29][CH2:30]2)[s:12]1. Starting materials: Clc1cccc(CCBr)c1, CCOC(=O)C(C)(C)Sc1cnc(N)s1, CC1CCC(N(CCc2ccccc2)C(=O)Nc2ncc(SC(C)(C)C(=O)O)s2)CC1. Reactants: O=C([O-])[O-], CCCOc1c(N)cc(C2CCC(c3cc(OC)c(OC)c(OC)c3)O2)cc1OC, OCCI, [K+], [K+], CN(C)C=O. Product: CCCOc1c(NCCO)cc(C2CCC(c3cc(OC)c(OC)c(OC)c3)O2)cc1OC. RXN SMILES: [C:31](=[O:32])([O-:33])[O-:34].[CH3:1][O:2][c:3]1[cH:4][c:5]([CH:14]2[O:15][CH:16]([c:19]3[cH:20][c:21]([O:29][CH3:30])[c:22]([O:27][CH3:28])[c:23]([O:25][CH3:26])[cH:24]3)[CH2:17][CH2:18]2)[cH:6][c:7]([NH2:13])[c:8]1[O:9][CH2:10][CH2:11][CH3:12].[I:37][CH2:38][CH2:39][OH:40].[K+:35].[K+:36].[O:41]=[CH:42][N:43]([CH3:44])[CH3:45]>>[CH3:1][O:2][c:3]1[cH:4][c:5]([CH:14]2[O:15][CH:16]([c:19]3[cH:20][c:21]([O:29][CH3:30])[c:22]([O:27][CH3:28])[c:23]([O:25][CH3:26])[cH:24]3)[CH2:17][CH2:18]2)[cH:6][c:7]([NH:13][CH2:38][CH2:39][OH:40])[c:8]1[O:9][CH2:10][CH2:11][CH3:12]. Run at temperature 115 celsius, time 8 hour. The reagents and catalysts are [Cu]I (copper(I) iodide). Yield: 57.1%. Product: NC1=C(C=C(C=C1)I)NC1=NC(=NC=C1)N (4-N-(2-amino-5-iodophenyl)pyrimidine-2,4-diamine). Run in CN(C)C=O (DMF). The reactants are ice water, O1CCOCC1 (1,4-dioxane), CNCCNC (N,N′-dimethylethane-1,2-diamine), [I-].[Na+] (sodium iodide), NC1=C(C=C(C=C1)Br)NC1=NC(=NC=C1)N (4-N-(2-amino-5-bromophenyl)pyrimidine-2,4-diamine). Procedure details: A pressure tube containing copper(I) iodide (61.2 mg, 0.32 mmol), sodium iodide (963.18 mg, 6.43 mmol) and 4-N-(2-amino-5-bromophenyl)pyrimidine-2,4-diamine (900 mg, 3.21 mmol) was flushed with nitrogen before the addition of 1,4-dioxane (4.0 mL), DMF (4.0 ml) and N,N′-dimethylethane-1,2-diamine (0.035 ml, 0.32 mmol). The vessel was sealed and stirred at 115° C. overnight. After cooling to RT, the reaction mixture was poured into ice water (7 ml) and the resulting solution extracted with DCM (2×... As a reaction SMILES: [I-:1].[Na+].[NH2:3][C:4]1[CH:9]=[CH:8][C:7](Br)=[CH:6][C:5]=1[NH:11][C:12]1[CH:17]=[CH:16][N:15]=[C:14]([NH2:18])[N:13]=1.O1CCOCC1.CNCCNC>[Cu]I.CN(C=O)C>[NH2:3][C:4]1[CH:9]=[CH:8][C:7]([I:1])=[CH:6][C:5]=1[NH:11][C:12]1[CH:17]=[CH:16][N:15]=[C:14]([NH2:18])[N:13]=1 |f:0.1|.